From a dataset of the Open Reaction Database (ORD), a public repository of structured organic reaction records. describe an organic reaction: reactants, conditions, products, and yield Starting materials: Cc1ccc(N)cc1Br, CS(=O)(=O)Cl, CCOC(C)=O, c1ccncc1. Product: Cc1ccc(NS(C)(=O)=O)cc1Br. Reaction SMILES: [Br:1][c:2]1[cH:3][c:4]([NH2:5])[cH:6][cH:7][c:8]1[CH3:9].[CH3:10][S:11]([Cl:12])(=[O:13])=[O:14].[CH3:15][CH2:16][O:17][C:18]([CH3:19])=[O:20].[cH:21]1[cH:22][cH:23][n:24][cH:25][cH:26]1>>[Br:1][c:2]1[cH:3][c:4]([NH:5][S:11]([CH3:10])(=[O:13])=[O:14])[cH:6][cH:7][c:8]1[CH3:9]. Reactants: OO (H2O2), C1(=CC=CC=C1)N1C(NN=C(C1=S)CC1=C(C=CC=C1F)F)=O (4-Phenyl-6-(2,6-difluorobenzyl)-5-thioxo-2H-(1,2,4)triazin-3-one), Cl (HCl). Run in O (water), [OH-].[K+] (KOH), CO (MeOH), O (water). Conditions: time 30 minute. The product is C1(=CC=CC=C1)N1C(NN=C(C1=O)CC1=C(C=CC=C1F)F)=O (4-Phenyl-6-(2,6-difluorobenzyl)-2H-(1,2,4)triazin-3,5-dione). The yield is 85.8%. Reaction SMILES: [C:1]1([N:7]2[C:12](=S)[C:11]([CH2:14][C:15]3[C:20]([F:21])=[CH:19][CH:18]=[CH:17][C:16]=3[F:22])=[N:10][NH:9][C:8]2=[O:23])[CH:6]=[CH:5][CH:4]=[CH:3][CH:2]=1.[OH:24]O.Cl>[OH-].[K+].CO.O>[C:1]1([N:7]2[C:12](=[O:24])[C:11]([CH2:14][C:15]3[C:20]([F:21])=[CH:19][CH:18]=[CH:17][C:16]=3[F:22])=[N:10][NH:9][C:8]2=[O:23])[CH:6]=[CH:5][CH:4]=[CH:3][CH:2]=1 |f:3.4|. Reported procedure: 4-Phenyl-6-(2,6-difluorobenzyl)-5-thioxo-2H-(1,2,4)triazin-3-one (1.00 g, 3.02 mmol) was dissolved in a solution of KOH (643 mg) in MeOH (12 mL) and water (6 mL). A solution of H2O2 (1.2 mL, 30% in water) in water (5 mL) was added and the reaction mixture was stirred at ambient temperature for 30 minutes. The reaction mixture was acidified with conc. HCl (1.1 mL) and a white solid precipitated. Filtered and washed with water to give a white solid (816 mg, 85.8%): MS (CI) m/z 380.2 (MH+).